Dataset: the Open Reaction Database (ORD), a public repository of structured organic reaction records. Task: describe an organic reaction: reactants, conditions, products, and yield Starting materials: C(CCC)OC1=NC(=C2N=C(N(C2=N1)CCCCl)OC)N (2-(Butyloxy)-9-(3-chloropropyl)-8-(methyloxy)-9H-purin-6-amine), N1(CCNCC1)CCO (2-(1-piperazinyl)ethanol), C(CCC)OC1=NC(=C2N=C(N(C2=N1)CCCCl)OC)N (2-(Butyloxy)-9-(3-chloropropyl)-8-(methyloxy)-9H-purin-6-amine), CCN(C(C)C)C(C)C (DIPEA). Run in C(C)#N (acetonitrile). Conditions: temperature 70 celsius. Product: NC1=C2N=C(N(C2=NC(=N1)OCCCC)CCCN1CCN(CC1)CCO)OC (2-(4-{3-[6-Amino-2-(butyloxy)-8-(methyloxy)-9H-purin-9-yl]propyl}-1-piperazinyl) ethanol). As a reaction SMILES: [CH2:1]([O:5][C:6]1[N:14]=[C:13]2[C:9]([N:10]=[C:11]([O:19][CH3:20])[N:12]2[CH2:15][CH2:16][CH2:17]Cl)=[C:8]([NH2:21])[N:7]=1)[CH2:2][CH2:3][CH3:4].CCN(C(C)C)C(C)C.[N:31]1([CH2:37][CH2:38][OH:39])[CH2:36][CH2:35][NH:34][CH2:33][CH2:32]1>C(#N)C>[NH2:21][C:8]1[N:7]=[C:6]([O:5][CH2:1][CH2:2][CH2:3][CH3:4])[N:14]=[C:13]2[C:9]=1[N:10]=[C:11]([O:19][CH3:20])[N:12]2[CH2:15][CH2:16][CH2:17][N:34]1[CH2:35][CH2:36][N:31]([CH2:37][CH2:38][OH:39])[CH2:32][CH2:33]1. Reported procedure: 2-(Butyloxy)-9-(3-chloropropyl)-8-(methyloxy)-9H-purin-6-amine (for example, as prepared for Intermediate 39) (80 mg, 0.255 mmol), DIPEA (0.134 mL, 0.765 mmol) and 2-(1-piperazinyl)ethanol (commercially available, for example, from Aldrich) (133 mg, 1.020 mmol) was heated in acetonitrile (2 mL) in a test-tube in a Radley greenhouse. The reaction was heated at 70° C. for 28 hours then allowed to cool and evaporated in vacuo. Aqueous sodium bicarbonate was added and the mixture was extracted sever... Reactants: NC=1NC(C2=C(N1)NC(S2)=O)=O (5-aminothiazolo[4,5-d]pyrimidine-2,7(3H,6H)-dione), crude residue, sugar, C(C)(=O)OC1[C@H](OC(C)=O)[C@H](OC(C)=O)[C@H](O1)COC(C)=O (1,2,3,5-tetra-O-acetyl-D-ribofuranose). The product is NC=1NC(C2=C(N1)N(C(S2)=O)[C@H]2[C@H](OC(C)=O)[C@H](OC(C)=O)[C@H](O2)COC(C)=O)=O (5-Amino-3-(2,3,5-tri-O-acetyl-β-D-ribofuranosyl)thiazolo[4,5-d]-pyrimidine-2,7(3H,6H)-dione). Reaction SMILES: [NH2:1][C:2]1[NH:3][C:4](=[O:12])[C:5]2[S:10][C:9](=[O:11])[NH:8][C:6]=2[N:7]=1.C(O[CH:17]1[O:29][C@H:28]([CH2:30][O:31][C:32](=[O:34])[CH3:33])[C@@H:23]([O:24][C:25](=[O:27])[CH3:26])[C@H:18]1[O:19][C:20](=[O:22])[CH3:21])(=O)C>>[NH2:1][C:2]1[NH:3][C:4](=[O:12])[C:5]2[S:10][C:9](=[O:11])[N:8]([C@@H:17]3[O:29][C@H:28]([CH2:30][O:31][C:32](=[O:34])[CH3:33])[C@@H:23]([O:24][C:25](=[O:27])[CH3:26])[C@H:18]3[O:19][C:20](=[O:22])[CH3:21])[C:6]=2[N:7]=1. Procedure: Compound 4 (10 g, 54.4 mmol) was glycosylated exactly as described for the synthesis of 6 except that the sugar used in this case was the 1,2,3,5-tetra-O-acetyl-D-ribofuranose (20.7 g, 65.1 mmol). After the usual workup the crude residue was flash chromatographed on silica gel using 10% methanol in dichloromethane. Yield of pure material 7.1 g (29%) as a dry foam or amorphous solid. The reactants are CO, COc1cc(C=Cc2ccccn2)ccn1. Product: COc1cc(CCc2ccccn2)ccn1. Reaction SMILES: [CH3:17][OH:18].[CH3:1][O:2][c:3]1[n:4][cH:5][cH:6][c:7]([CH:9]=[CH:10][c:11]2[n:12][cH:13][cH:14][cH:15][cH:16]2)[cH:8]1>>[CH3:1][O:2][c:3]1[n:4][cH:5][cH:6][c:7]([CH2:9][CH2:10][c:11]2[n:12][cH:13][cH:14][cH:15][cH:16]2)[cH:8]1. Starting materials: FC1=CC=C(C=C1)C(CN(S(=O)(=O)C=1C2=C(SC1Br)C(CCC2)=O)C)O (2-Bromo-7-oxo-4,5,6,7-tetrahydro-benzo[b]thiophene-3-sulfonic acid[2-(4-fluorophenyl)-2-hydroxy-ethyl]-methyl-amide), N1CCOCC1 (morpholin). Run in C(C)N(CC)CC (triethylamine). Reaction conditions: temperature 60 celsius, time 3 hour. Product: FC1=CC=C(C=C1)C(CN(S(=O)(=O)C=1C2=C(SC1N1CCOCC1)C(CCC2)=O)C)O (2-Morpholin-4-yl-7-oxo-4,5,6,7-tetrahydro-benzo[b]thiophene-3-sulfonic acid[2-(4-fluorophenyl)-2-hydroxy-ethyl]-methyl-amide). RXN SMILES: [F:1][C:2]1[CH:7]=[CH:6][C:5]([CH:8]([OH:26])[CH2:9][N:10]([CH3:25])[S:11]([C:14]2[C:15]3[CH2:23][CH2:22][CH2:21][C:20](=[O:24])[C:16]=3[S:17][C:18]=2Br)(=[O:13])=[O:12])=[CH:4][CH:3]=1.[NH:27]1[CH2:32][CH2:31][O:30][CH2:29][CH2:28]1>C(N(CC)CC)C>[F:1][C:2]1[CH:7]=[CH:6][C:5]([CH:8]([OH:26])[CH2:9][N:10]([CH3:25])[S:11]([C:14]2[C:15]3[CH2:23][CH2:22][CH2:21][C:20](=[O:24])[C:16]=3[S:17][C:18]=2[N:27]2[CH2:32][CH2:31][O:30][CH2:29][CH2:28]2)(=[O:13])=[O:12])=[CH:4][CH:3]=1. Procedure details: 2-Bromo-7-oxo-4,5,6,7-tetrahydro-benzo[b]thiophene-3-sulfonic acid[2-(4-fluorophenyl)-2-hydroxy-ethyl]-methyl-amide (the compound of Preparation Example 58) (80 mg), triethylamine (29 mL) and morpholin (24 μL) were stirred at 60° C. for 3 hours. The residue resulting from the evaporation of the solvent at reduced pressure was purified by silica gel column chromatography (hexane/ethyl acetate), and the title compound (82 mg) was obtained as a colorless candy-like substance. Starting materials: BrC1=C(C=CC=C1)OCC(C)([N+](=O)[O-])C (1-bromo-2-(2-methyl-2-nitro-propoxy)-benzene), N1CCNCC1 (piperazine), C=1C=CC(=CC1)P(C=2C=CC=CC2)C3=CC=C4C=CC=CC4=C3C5=C6C=CC=CC6=CC=C5P(C=7C=CC=CC7)C=8C=CC=CC8 (BINAP), CC(C)(C)[O-].[Na+] (NaOtBu). Solvent: C1(=CC=CC=C1)C (toluene). The product is CC(COC1=C(C=CC=C1)N1CCNCC1)(C)[N+](=O)[O-] (1-[2-(2-methyl-2-nitro-propoxy)-phenyl]-piperazine). Isolated yield 73.2%. As a reaction SMILES: Br[C:2]1[CH:7]=[CH:6][CH:5]=[CH:4][C:3]=1[O:8][CH2:9][C:10]([CH3:15])([N+:12]([O-:14])=[O:13])[CH3:11].[NH:16]1[CH2:21][CH2:20][NH:19][CH2:18][CH2:17]1.C1C=CC(P(C2C(C3C(P(C4C=CC=CC=4)C4C=CC=CC=4)=CC=C4C=3C=CC=C4)=C3C(C=CC=C3)=CC=2)C2C=CC=CC=2)=CC=1.CC([O-])(C)C.[Na+]>C1(C)C=CC=CC=1>[CH3:11][C:10]([N+:12]([O-:14])=[O:13])([CH3:15])[CH2:9][O:8][C:3]1[CH:4]=[CH:5][CH:6]=[CH:7][C:2]=1[N:16]1[CH2:21][CH2:20][NH:19][CH2:18][CH2:17]1 |f:3.4|. Procedure details: A solution of 1-bromo-2-(2-methyl-2-nitro-propoxy)-benzene (2.30 g, 8.4 mmol), piperazine (1.8 g, 20 mmol), Pd2dba2 (384 mg, 0.4 mmol), BINAP (784 mg, 1.26 mmol), and NaOtBu (1.13 g, 12 mmol) in 34 mL of toluene was heated to 90° C. for 5 hrs. The solution was concentrated, dissolved in CH2Cl2 and filtered through celite. Purification by silica gel chromatography (4×20 cm SiO2, 0,1,2,3,4,5,7,9,11% 2M NH3 in MeOH/CH2Cl2 step gradient, 12 min each at 35 mL/min) afforded 1.72 g (6.15 mmol, 73%) of ... The reactants are COC(=O)c1cn(C(=O)OC(C)(C)C)c2ccccc12, CC(C)C[Al+]CC(C)C, [H-], C1CCOC1, O=C(O)CC(O)(CC(=O)O)C(=O)O, Cc1ccccc1. The product is CC(C)(C)OC(=O)n1cc(CO)c2ccccc21. Reaction SMILES: [C:1]([CH3:2])([CH3:3])([CH3:4])[O:5][C:6](=[O:7])[n:8]1[cH:9][c:10]([C:17](=[O:18])[O:19][CH3:20])[c:11]2[cH:12][cH:13][cH:14][cH:15][c:16]12.[CH2:29]([Al+:30][CH2:31][CH:32]([CH3:33])[CH3:34])[CH:35]([CH3:36])[CH3:37].[H-:28].[O:51]1[CH2:52][CH2:53][CH2:54][CH2:55]1.[OH:38][C:39]([CH2:40][C:41]([C:42](=[O:43])[OH:44])([CH2:45][C:46](=[O:47])[OH:48])[OH:49])=[O:50].[c:21]1([CH3:22])[cH:23][cH:24][cH:25][cH:26][cH:27]1>>[C:1]([CH3:2])([CH3:3])([CH3:4])[O:5][C:6](=[O:7])[n:8]1[cH:9][c:10]([CH2:17][OH:18])[c:11]2[cH:12][cH:13][cH:14][cH:15][c:16]12.